This data is from the Open Reaction Database (ORD), a public repository of structured organic reaction records. The task is: describe an organic reaction: reactants, conditions, products, and yield The reactants are [Br-], CCCC[N+](CCCC)(CCCC)CCCC, Cc1ccccc1, C=C(Cl)CC(C)(O)c1ccccc1, [Na+], [OH-]. Yields the product C#CCC(C)(O)c1ccccc1. Reaction SMILES: [Br-:23].[CH2:24]([N+:25]([CH2:26][CH2:27][CH2:28][CH3:29])([CH2:30][CH2:31][CH2:32][CH3:33])[CH2:34][CH2:35][CH2:36][CH3:37])[CH2:38][CH2:39][CH3:40].[CH3:16][c:17]1[cH:18][cH:19][cH:20][cH:21][cH:22]1.[Cl:1][C:2](=[CH2:3])[CH2:4][C:5]([CH3:6])([OH:7])[c:8]1[cH:9][cH:10][cH:11][cH:12][cH:13]1.[Na+:15].[OH-:14]>>[C:2](#[CH:3])[CH2:4][C:5]([CH3:6])([OH:7])[c:8]1[cH:9][cH:10][cH:11][cH:12][cH:13]1. Reactants: COC1=C2N=CN(C2=NC=N1)COCCP(OCC)(OCC)=O (Diethyl [2-[(6-Methoxypurin-9-yl)methoxy]ethyl]phosphonate), N (NH3). The solvent is CO (MeOH). Run at temperature 100 celsius. Product: N1=CN=C2N(C=NC2=C1N)COCCP(OCC)([O-])=O.[NH4+] (Ammonium Ethyl [2-[(Adenin-9-yl)methoxy]ethyl]phosphonate). Isolated yield 40.0%. RXN SMILES: CO[C:3]1[N:11]=[CH:10][N:9]=[C:8]2[C:4]=1[N:5]=[CH:6][N:7]2[CH2:12][O:13][CH2:14][CH2:15][P:16](=[O:23])([O:20]CC)[O:17][CH2:18][CH3:19].[NH3:24]>CO>[N:11]1[C:3]([NH2:24])=[C:4]2[C:8]([N:7]([CH2:12][O:13][CH2:14][CH2:15][P:16](=[O:23])([O-:20])[O:17][CH2:18][CH3:19])[CH:6]=[N:5]2)=[N:9][CH:10]=1.[NH4+:5] |f:3.4|. Reported procedure: To a solution of 11 (3.44 g, 10.0 mmol) in MeOH (40 mL) was added a saturated methanolic NH3 solution (100 mL). The solution was heated in a sealed flask at 100° C. for 30 h. The solvent was evaporated and the residue was crystallized from EtOH to give 12 (1.20 g) in 40% yield: mp 190°-193° C.; TLC Rf 0.37 (AcOEt/MeOH=1:1); UV λmax (EtOH): 260 nm (ε14 000); 1H NMR (DMSO-d6 /D2O): δ1.20-1.56 (m, 5 H, CH3 +CH2 P), 3.40-4.10 (m, 2 H, CH2OP), 4.30 (m, 2 H, CH2O), 5.60 (s, 2 H, OCH2N), 7.80, 8.12 (2 ...